From a dataset of the Open Reaction Database (ORD), a public repository of structured organic reaction records. describe an organic reaction: reactants, conditions, products, and yield Starting materials: [Br-].C(C1=CC=CC=C1)[Zn+] (benzylzinc bromide), C(C)(C)(C)OC(=O)N1CC2(C3=CC=C(C=C13)Cl)CN(C2)C(C)=O (1-acetyl-6′-chloro-1′,2′-dihydrospiro[azetidine-3,3′-indole]-1′-yl-carboxylic acid tert-butyl ester), [Br-].C(C1=CC=CC=C1)[Zn+] (benzylzinc bromide), [Li+].[Br-] (LiBr). The reagents and catalysts are catalyst, C(C)(C)N1C(N(C=C1)C(C)C)=[Pd-3](C1=NC=CC=C1Cl)(Cl)Cl ((1,3-Diisopropylimidazol-2-ylidene)(3-chloropyridyl)palladium (II) dichloride). Solvent: CN1CCCC1=O (NMP). Run at time 4 hour. The product is C(C)(C)(C)OC(=O)N1CC2(C3=CC=C(C=C13)CC1=CC=CC=C1)CN(C2)C(C)=O (1-Acetyl-6′-benzyl-1′,2′-dihydrospiro[azetidine-3,3′-indole]-1′-yl-carboxylic acid tert-butyl ester). Yield: 175.7%. As a reaction SMILES: [Li+].[Br-].[C:3]([O:7][C:8]([N:10]1[C:18]2[C:13](=[CH:14][CH:15]=[C:16](Cl)[CH:17]=2)[C:12]2([CH2:22][N:21]([C:23](=[O:25])[CH3:24])[CH2:20]2)[CH2:11]1)=[O:9])([CH3:6])([CH3:5])[CH3:4].[Br-].[CH2:27]([Zn+])[C:28]1[CH:33]=[CH:32][CH:31]=[CH:30][CH:29]=1>CN1C(=O)CCC1.C(N1C=CN(C(C)C)C1=[Pd-3](Cl)(Cl)C1C(Cl)=CC=CN=1)(C)C>[C:3]([O:7][C:8]([N:10]1[C:18]2[C:13](=[CH:14][CH:15]=[C:16]([CH2:27][C:28]3[CH:33]=[CH:32][CH:31]=[CH:30][CH:29]=3)[CH:17]=2)[C:12]2([CH2:22][N:21]([C:23](=[O:25])[CH3:24])[CH2:20]2)[CH2:11]1)=[O:9])([CH3:6])([CH3:5])[CH3:4] |f:0.1,3.4|. Procedure: (1,3-Diisopropylimidazol-2-ylidene)(3-chloropyridyl)palladium (II) dichloride (2 mg, 10 mol %) and LiBr (41 mg, 0.47 mmol) were dissolved in dry NMP and the solution was degassed with N2 for 5 minutes. Then 1-acetyl-6′-chloro-1′,2′-dihydrospiro[azetidine-3,3′-indole]-1′-yl-carboxylic acid tert-butyl ester (100 mg, 0.29 mmol) and benzylzinc bromide (0.5M solution in toluene, 950 μL, 0.475 mmol) were added. The reaction mixture was stirred under N2 for 4 h. A second aliquot of catalyst (2 mg) and ... Starting materials: CCO, [K+], [OH-], O, O=P(O)(O)O, COC(=O)c1ncccc1-c1ccccc1. The product is O=C(O)c1ncccc1-c1ccccc1. Reaction SMILES: [CH3:24][CH2:25][OH:26].[K+:18].[OH-:17].[OH2:27].[P:19](=[O:20])([OH:21])([OH:22])[OH:23].[c:1]1(-[c:7]2[c:8]([C:13](=[O:14])[O:15][CH3:16])[n:9][cH:10][cH:11][cH:12]2)[cH:2][cH:3][cH:4][cH:5][cH:6]1>>[c:1]1(-[c:7]2[c:8]([C:13](=[O:14])[OH:15])[n:9][cH:10][cH:11][cH:12]2)[cH:2][cH:3][cH:4][cH:5][cH:6]1. Reactants: Cc1ccccc1, Nc1ccc(OCc2ccccc2)cc1S(N)(=O)=O, CCCC1(CCC)C(=O)C(C(=O)OCC)=C(O)c2ccccc21. Product: CCCC1(CCC)C(=O)C(C(=O)Nc2ccc(OCc3ccccc3)cc2S(N)(=O)=O)=C(O)c2ccccc21. As a reaction SMILES: [CH3:43][c:44]1[cH:45][cH:46][cH:47][cH:48][cH:49]1.[NH2:24][c:25]1[c:26]([S:39](=[O:40])(=[O:41])[NH2:42])[cH:27][c:28]([O:31][CH2:32][c:33]2[cH:34][cH:35][cH:36][cH:37][cH:38]2)[cH:29][cH:30]1.[OH:1][C:2]1=[C:3]([C:19](=[O:20])[O:21][CH2:22][CH3:23])[C:4](=[O:18])[C:5]([CH2:12][CH2:13][CH3:14])([CH2:15][CH2:16][CH3:17])[c:6]2[cH:7][cH:8][cH:9][cH:10][c:11]21>>[OH:1][C:2]1=[C:3]([C:19](=[O:20])[NH:24][c:25]2[c:26]([S:39](=[O:40])(=[O:41])[NH2:42])[cH:27][c:28]([O:31][CH2:32][c:33]3[cH:34][cH:35][cH:36][cH:37][cH:38]3)[cH:29][cH:30]2)[C:4](=[O:18])[C:5]([CH2:12][CH2:13][CH3:14])([CH2:15][CH2:16][CH3:17])[c:6]2[cH:7][cH:8][cH:9][cH:10][c:11]21. Starting materials: NCC1=CC=C(OCC2(CCC2)COC2=CC=C(CN)C=C2)C=C1 (4-[1-(4-aminomethyl-phenoxymethyl)-cyclobutylmethoxy]-benzylamine), C(#N)C1=CC=C(C(=O)Cl)C=C1 (4-cyanobenzoyl chloride). Yields the product C(#N)C1=CC=C(C(=O)NCC2=CC=C(OCC3(CCC3)COC3=CC=C(C=C3)CNC(C3=CC=C(C=C3)C#N)=O)C=C2)C=C1 (1,1-Bis-{4-[(4-cyanobenzoyl-amino)-methyl]-phenoxy-methyl}-cyclobutane). Isolated yield 78.0%. As a reaction SMILES: [NH2:1][CH2:2][C:3]1[CH:24]=[CH:23][C:6]([O:7][CH2:8][C:9]2([CH2:13][O:14][C:15]3[CH:22]=[CH:21][C:18]([CH2:19][NH2:20])=[CH:17][CH:16]=3)[CH2:12][CH2:11][CH2:10]2)=[CH:5][CH:4]=1.[C:25]([C:27]1[CH:35]=[CH:34][C:30]([C:31](Cl)=[O:32])=[CH:29][CH:28]=1)#[N:26]>>[C:25]([C:27]1[CH:35]=[CH:34][C:30]([C:31]([NH:20][CH2:19][C:18]2[CH:17]=[CH:16][C:15]([O:14][CH2:13][C:9]3([CH2:8][O:7][C:6]4[CH:5]=[CH:4][C:3]([CH2:2][NH:1][C:31](=[O:32])[C:30]5[CH:34]=[CH:35][C:27]([C:25]#[N:26])=[CH:28][CH:29]=5)=[CH:24][CH:23]=4)[CH2:10][CH2:11][CH2:12]3)=[CH:22][CH:21]=2)=[O:32])=[CH:29][CH:28]=1)#[N:26]. Procedure details: The noted compound was prepared according to procedures above using 4-[1-(4-aminomethyl-phenoxymethyl)-cyclobutylmethoxy]-benzylamine from Example 91 and 4-cyanobenzoyl chloride to yield a yellow foam (1.4 g, 78% yield). Reactants: BrCC(=O)C1=C(C=C(C=C1)OC1=CC=C(C=C1)Cl)CCC (2-bromo-1-[4-(4-chlorophenoxy)-2-propylphenyl]ethanone), COC1=CC=C(C=C1)O (p-methoxyphenol), C([O-])([O-])=O.[Cs+].[Cs+] (cesium carbonate). The solvent is CN(C)C=O (DMF), C(C)(=O)OCC (ethyl acetate). Reaction conditions: time 1 hour. Yields the product ClC1=CC=C(OC2=CC(=C(C=C2)C(COC2=CC=C(C=C2)OC)=O)CCC)C=C1 (1-[4-(4-chlorophenoxy)-2-propylphenyl]-2-(4-methoxyphenoxy)ethanone). Reaction SMILES: Br[CH2:2][C:3]([C:5]1[CH:10]=[CH:9][C:8]([O:11][C:12]2[CH:17]=[CH:16][C:15]([Cl:18])=[CH:14][CH:13]=2)=[CH:7][C:6]=1[CH2:19][CH2:20][CH3:21])=[O:4].[CH3:22][O:23][C:24]1[CH:29]=[CH:28][C:27]([OH:30])=[CH:26][CH:25]=1.C(=O)([O-])[O-].[Cs+].[Cs+]>CN(C=O)C.C(OCC)(=O)C>[Cl:18][C:15]1[CH:16]=[CH:17][C:12]([O:11][C:8]2[CH:9]=[CH:10][C:5]([C:3](=[O:4])[CH2:2][O:30][C:27]3[CH:28]=[CH:29][C:24]([O:23][CH3:22])=[CH:25][CH:26]=3)=[C:6]([CH2:19][CH2:20][CH3:21])[CH:7]=2)=[CH:13][CH:14]=1 |f:2.3.4|. Procedure: A mixture of the product from Step 8 (0.50 g, 1.4 mmol), p-methoxyphenol (2.8 mmol) and cesium carbonate (0.91 g, 2.8 mmol) in DMF (10 mL) was stirred at room temperature for 1 h. The reaction mixture was diluted with ethyl acetate and washed with water. The solvent was evaporated and the residue was purified by chromatography on silica gel to give the title product as an oil.